This data is from the Open Reaction Database (ORD), a public repository of structured organic reaction records. The task is: describe an organic reaction: reactants, conditions, products, and yield The reactants are [Si](C1=CC=CC=C1)(C1=CC=CC=C1)(C(C)(C)C)OC1CN(C1)C=1SC=C(N1)C#N (3-t-butyldiphenylsilyloxy-1-(4-cyano-1,3-thiazol-2-yl)azetidine), [F-].C(CCC)[N+](CCCC)(CCCC)CCCC (tetra-n-butylammonium fluoride), ice. Solvent: O1CCCC1 (tetrahydrofuran), O1CCCC1 (tetrahydrofuran). Yields the product C(#N)C=1N=C(SC1)N1CC(C1)O (1-(4-cyano-1,3-thiazol-2-yl)-3-hydroxyazetidine). Isolated yield 76.6%. RXN SMILES: [Si]([O:18][CH:19]1[CH2:22][N:21]([C:23]2[S:24][CH:25]=[C:26]([C:28]#[N:29])[N:27]=2)[CH2:20]1)(C(C)(C)C)(C1C=CC=CC=1)C1C=CC=CC=1.[F-].C([N+](CCCC)(CCCC)CCCC)CCC>O1CCCC1>[C:28]([C:26]1[N:27]=[C:23]([N:21]2[CH2:22][CH:19]([OH:18])[CH2:20]2)[S:24][CH:25]=1)#[N:29] |f:1.2|. Reported procedure: To a solution of 3-t-butyldiphenylsilyloxy-1-(4-cyano-1,3-thiazol-2-yl)azetidine (2.36 g, 5.62 mmol) (obtained as described in Reference Example 4(1)) in anhydrous tetrahydrofuran (115 ml) was added a solution of 1.0M tetra-n-butylammonium fluoride in tetrahydrofuran (6.7 ml, 6.7 mmol) in an ice bath. The mixture was stirred in the ice bath for 1 hour. After checking the completion of the reaction, the reaction mixture was concentrated under reduced pressure. The residue was purified by chromato...